Dataset: the Open Reaction Database (ORD), a public repository of structured organic reaction records. Task: describe an organic reaction: reactants, conditions, products, and yield Reactants: C(C(=O)O)(=O)O.ClC1=C(CNCC1)C1=NOC=C1 (4-Chloro-3-(3-isoxazolyl)-1,2,5,6-tetrahydropyridine oxalate), C(C1=CC=CC=C1)(=O)N1CC(=C(CC1)Cl)C1=NOC(C1)OCC (1-benzoyl-4-chloro-3-(5-ethoxy-4,5-dihydro-3-isoxazolyl)-1,2,5,6-tetrahydropyridine). Procedure details: 4-Chloro-3-(3-isoxazolyl)-1,2,5,6-tetrahydropyridine oxalate starting from 1-benzoyl-4-chloro-3-(5-ethoxy-4,5-dihydro-3-isoxazolyl)-1,2,5,6-tetrahydropyridine. M.p. 195°-196° C. Yields the product C(C(=O)O)(=O)O.ClC1=C(CNCC1)C1=NOC(=C1)COC (4-Chloro-3-(5-methoxymethyl-3-isoxazolyl)-1,2,5,6-tetrahydropyridine oxalate). RXN SMILES: [C:1]([OH:6])(=[O:5])[C:2]([OH:4])=[O:3].[Cl:7][C:8]1[CH2:13][CH2:12][NH:11][CH2:10][C:9]=1[C:14]1[CH:18]=[CH:17][O:16][N:15]=1.C(N1CCC(Cl)=C(C2C[CH:37]([O:39][CH2:40]C)ON=2)C1)(=O)C1C=CC=CC=1>>[C:1]([OH:6])(=[O:5])[C:2]([OH:4])=[O:3].[Cl:7][C:8]1[CH2:13][CH2:12][NH:11][CH2:10][C:9]=1[C:14]1[CH:18]=[C:17]([CH2:37][O:39][CH3:40])[O:16][N:15]=1 |f:0.1,3.4|. The reactants are O=C([O-])O, C=CCCCBr, CO, [Na+], c1c[nH]cn1. Yields the product C=CCCCn1ccnc1. Reaction SMILES: [C:12](=[O:13])([OH:14])[O-:15].[CH2:1]([CH2:2][CH2:3][CH:4]=[CH2:5])[Br:6].[CH3:17][OH:18].[Na+:16].[nH:7]1[cH:8][n:9][cH:10][cH:11]1>>[CH2:1]([CH2:2][CH2:3][CH:4]=[CH2:5])[n:7]1[cH:8][n:9][cH:10][cH:11]1. Starting materials: C([O-])([O-])=O.[K+].[K+] (Potassium carbonate), Cl (hydrochloric acid), FC=1C=C(C=CC1)O (3-fluorophenol), [C]=O (carbon monoxide). Solvent: O (water). Conditions: temperature 200 celsius. The product is FC1=CC(=C(C(=O)O)C=C1)O (4-Fluoro-2-hydroxybenzoic acid). The yield is 52.3%. RXN SMILES: [C:1](=[O:4])([O-])[O-:2].[K+].[K+].[F:7][C:8]1[CH:9]=[C:10]([OH:14])[CH:11]=[CH:12][CH:13]=1.[C]=O.Cl>O>[F:7][C:8]1[CH:13]=[CH:12][C:11]([C:1]([OH:2])=[O:4])=[C:10]([OH:14])[CH:9]=1 |f:0.1.2,^3:14|. Procedure details: Potassium carbonate (51.6 g, 373 mmol) was dried by heating at 200° C. for 12 hours. This was treated with 3-fluorophenol (16.5 g, 147 mmol) in a sealed container which was then pressurized with carbon monoxide at 61.2 bar. The reaction was heated to 175° C. for 5 hours. Subsequently, the reaction mixture was dissolved in water, acidified with concentrated hydrochloric acid, and filtered. The solid was washed with water, then hexanes. The solid was then dissolved in EtOAc, dried over magnesium s...